describe an organic reaction: reactants, conditions, products, and yield From a dataset of the Open Reaction Database (ORD), a public repository of structured organic reaction records. Reactants: F[B-](F)(F)F, CCOC(C)=O, CCO, Cc1cc(C(=O)O)ccc1C(=O)N1CCCC1, CCN(C(C)C)C(C)C, CC(O)C(N)c1nc2cc(Cl)ccc2[nH]1, Cl, C1CCOC1, CN(C)C(On1nnc2ccccc21)=[N+](C)C. Product: Cc1cc(C(=O)NC(c2nc3cc(Cl)ccc3[nH]2)C(C)O)ccc1C(=O)N1CCCC1. Reaction SMILES: [B-:18]([F:19])([F:20])([F:21])[F:22].[C:73]([O:74][CH2:75][CH3:76])(=[O:77])[CH3:78].[CH2:70]([OH:71])[CH3:72].[CH3:1][c:2]1[cH:3][c:4]([C:5](=[O:6])[OH:7])[cH:8][cH:9][c:10]1[C:11](=[O:12])[N:13]1[CH2:14][CH2:15][CH2:16][CH2:17]1.[CH:40]([N:41]([CH:42]([CH3:43])[CH3:44])[CH2:45][CH3:46])([CH3:47])[CH3:48].[Cl:49][c:50]1[cH:51][c:52]2[c:53]([nH:54][c:55]([CH:57]([CH:58]([CH3:59])[OH:60])[NH2:61])[n:56]2)[cH:62][cH:63]1.[Cl:64].[O:65]1[CH2:66][CH2:67][CH2:68][CH2:69]1.[n:23]1([O:24][C:25]([N:26]([CH3:27])[CH3:28])=[N+:29]([CH3:30])[CH3:31])[c:32]2[cH:33][cH:34][cH:35][cH:36][c:37]2[n:38][n:39]1>>[CH3:1][c:2]1[cH:3][c:4]([C:5](=[O:7])[NH:61][CH:57]([c:55]2[nH:54][c:53]3[c:52]([cH:51][c:50]([Cl:49])[cH:63][cH:62]3)[n:56]2)[CH:58]([CH3:59])[OH:60])[cH:8][cH:9][c:10]1[C:11](=[O:12])[N:13]1[CH2:14][CH2:15][CH2:16][CH2:17]1. The reactants are N1(CCNCC1)CCCOC1=C2CCC(NC2=CC=C1)=O (5-(3-piperazinylpropoxy)-3,4-dihydrocarbostyril), C(C)(=O)OC(C)=O (acetic anhydride). The solvent is C(C)(=O)O (acetic acid). Yields the product C(C)(=O)N1CCN(CC1)CCCOC1=C2CCC(NC2=CC=C1)=O (5-[3-(4-acetylpiperazinyl)propoxy]-3,4-dihydrocarbostyril). Reaction SMILES: [N:1]1([CH2:7][CH2:8][CH2:9][O:10][C:11]2[CH:20]=[CH:19][CH:18]=[C:17]3[C:12]=2[CH2:13][CH2:14][C:15](=[O:21])[NH:16]3)[CH2:6][CH2:5][NH:4][CH2:3][CH2:2]1.[C:22](OC(=O)C)(=[O:24])[CH3:23]>C(O)(=O)C>[C:22]([N:4]1[CH2:5][CH2:6][N:1]([CH2:7][CH2:8][CH2:9][O:10][C:11]2[CH:20]=[CH:19][CH:18]=[C:17]3[C:12]=2[CH2:13][CH2:14][C:15](=[O:21])[NH:16]3)[CH2:2][CH2:3]1)(=[O:24])[CH3:23]. Procedure details: 20 grams of 5-(3-piperazinylpropoxy)-3,4-dihydrocarbostyril are mixed with 15 ml of acetic anhydride and 10 ml of acetic acid and heated for 5 hours under refluxing conditions. The reaction mixture is concentrated under reduced pressure to dryness. The residue is recrystallized from Ethanol to obtain 5-[3-(4-acetylpiperazinyl)propoxy]-3,4-dihydrocarbostyril in the form of colorless needle-like crystals with a melting point of 143°-145° C. The solvent is C(Cl)Cl (CH2Cl2). Isolated yield 98.9%. Procedure: To a solution of tert-butyl 3(R)-[3-(benzyloxy)propyl]pyrrolidine-1-carboxylate (170 mg, 0.53 mmol) in 2 mL of CH2Cl2 was added CF3COOH (0.5 mL) at room temperature under N2. The solution was stirred for 3 h at room temperature and then concentrated under vacuum. To the residue was added 20 mL of water, and the solution was washed with 30 mL of petroleum ether. The aqueous layer was adjusted to pH 8.0 with 2M aqueous NaHCO3 solution. The product was extracted into CH2Cl2 (3×40 mL), and the combi... RXN SMILES: [CH2:1]([O:8][CH2:9][CH2:10][CH2:11][C@@H:12]1[CH2:16][CH2:15][N:14](C(OC(C)(C)C)=O)[CH2:13]1)[C:2]1[CH:7]=[CH:6][CH:5]=[CH:4][CH:3]=1.C(O)(C(F)(F)F)=O>C(Cl)Cl>[CH2:1]([O:8][CH2:9][CH2:10][CH2:11][C@@H:12]1[CH2:16][CH2:15][NH:14][CH2:13]1)[C:2]1[CH:7]=[CH:6][CH:5]=[CH:4][CH:3]=1. The product is C(C1=CC=CC=C1)OCCC[C@H]1CNCC1 (3(R)-[3-(Benzyloxy)propyl]pyrrolidine). Reactants: C(C1=CC=CC=C1)OCCC[C@H]1CN(CC1)C(=O)OC(C)(C)C (tert-butyl 3(R)-[3-(benzyloxy)propyl]pyrrolidine-1-carboxylate), C(=O)(C(F)(F)F)O (CF3COOH). Conditions: time 3 hour. Reactants: C(\C=C(\C)/CCC=C(C)C)Br (nerylbromide), C(C)(=O)OC(C(=O)OC(C)(C)C)C(=O)C (tert-butyl 2-acetoxyacetoacetate), [H-].[Na+] (NaH), [H][H] (hydrogen). Run in C1CCOC1 (THF). Run at time 16 hour. The product is C(C)(=O)OC(C(=O)OC(C)(C)C)(C\C=C(/CCC=C(C)C)\C)C(C)=O (Z-2-Acetoxy-2-acetyl-5,9-dimethyl-deca-4,8-dienoic acid, tert-butyl ester). As a reaction SMILES: [C:1]([O:4][CH:5]([C:13]([CH3:15])=[O:14])[C:6]([O:8][C:9]([CH3:12])([CH3:11])[CH3:10])=[O:7])(=[O:3])[CH3:2].[H-].[Na+].[H][H].[CH2:20](Br)/[CH:21]=[C:22](\[CH2:24][CH2:25][CH:26]=[C:27]([CH3:29])[CH3:28])/[CH3:23]>C1COCC1>[C:1]([O:4][C:5]([C:13](=[O:14])[CH3:15])([CH2:20]/[CH:21]=[C:22](/[CH3:23])\[CH2:24][CH2:25][CH:26]=[C:27]([CH3:29])[CH3:28])[C:6]([O:8][C:9]([CH3:10])([CH3:12])[CH3:11])=[O:7])(=[O:3])[CH3:2] |f:1.2|. Reported procedure: tert-butyl 2-acetoxyacetoacetate (B1) (19.5 g, 90 mmol) was added dropwise to a stirred suspension of NaH (2.59 g, 108 mmol) in THF (180 mL) at 0° C. After the liberation of hydrogen gas stopped, nerylbromide (19.6 g, 90 mmol) was added dropwise at 0° C. Afterwards the ice bath was removed and the mixture stirred at room temperature for 16 hours. The resulting mixture was diluted with ether (750 mL), washed with water (3 200 mL) and brine (1 200 mL), dried over Na2SO4, filtered and concentrated ... Starting materials: FC1=C(C=NNC(N)=N)C(=CC=C1)F (N-(2,6-difluorobenzylidene)-N'-amidino hydrazine), Cl (hydrochloric acid). Run in O (water). Yields the product Cl.FC1=C(C=NNC(N)=N)C(=CC=C1)F.Cl (hydrochloride salt N-(2,6-difluorobenzylidene)-N'-amidino hydrazine hydrochloride). As a reaction SMILES: [F:1][C:2]1[CH:13]=[CH:12][CH:11]=[C:10]([F:14])[C:3]=1[CH:4]=[N:5][NH:6][C:7](=[NH:9])[NH2:8].[ClH:15]>O>[ClH:15].[F:1][C:2]1[CH:13]=[CH:12][CH:11]=[C:10]([F:14])[C:3]=1[CH:4]=[N:5][NH:6][C:7](=[NH:8])[NH2:9].[ClH:15] |f:3.4.5|. Procedure details: N-(2,6-difluorobenzylidene)-N'-amidino hydrazine was suspended in water and treated with hydrochloric acid to form the hydrochloride salt N-(2,6-difluorobenzylidene)-N'-amidino hydrazine hydrochloride (m.p. 200°-202°C). Reactants: BrC1=CN=CN1C (5-bromo-1-methyl imidazole), C(C1=CC=CC=C1)(=O)Cl (benzoyl chloride), C(C)(C)(C)C=1C=C(C(=C(C1)NC(C1=CC(=C(C=C1)C)N1N=NC(=C1)C=1N(C(=NC1)C(C)(C)O)C)=O)OC)NS(=O)(=O)C (N-(5-tert-Butyl-3-methanesulfonylamino-2-methoxy-phenyl)-3-{4-[2-(1-hydroxy-1-methyl-ethyl)-3-methyl-3H-imidazol-4-yl]-[1,2,3]triazol-1-yl}-4-methyl-benzamide). Product: C(#C)C1=CN=C(N1C)C(=O)C1=CC=CC=C1 ((5-Ethynyl-1-methyl-1H-imidazol-2-yl)-phenyl-methanone). RXN SMILES: BrC1N(C)C=NC=1.[C:8](Cl)(=[O:15])[C:9]1[CH:14]=[CH:13][CH:12]=[CH:11][CH:10]=1.C(C1C=C(NS(C)(=O)=O)C(OC)=C(NC(=O)C2C=CC(C)=C(N3[CH:40]=[C:39]([C:41]4[N:42]([CH3:50])[C:43](C(O)(C)C)=[N:44][CH:45]=4)N=N3)C=2)C=1)(C)(C)C>>[C:39]([C:41]1[N:42]([CH3:50])[C:43]([C:8]([C:9]2[CH:14]=[CH:13][CH:12]=[CH:11][CH:10]=2)=[O:15])=[N:44][CH:45]=1)#[CH:40]. Reported procedure: (5-Ethynyl-1-methyl-1H-imidazol-2-yl)-phenyl-methanone was prepared from 5-bromo-1-methyl imidazole and benzoyl chloride in the same manner as 1-methyl-5-ethynyl-1H-imidazole-2-carboxylic acid ethyl ester (Example 27). The product is CC(C)=CCCC(C)=CC=O (citral). Run in C(C)(=O)OCC (ethyl acetate). Reaction conditions: temperature 50 celsius, time 4 hour. Reactants: C(\C=C(/C)\CCC=C(C)C)Cl (geranyl chloride), C(C)[N+]1(CCOCC1)[O-] (N-ethylmorpholine N-oxide), S(O)(O)(=O)=O (sulfuric acid), CN(C=O)C (N,N-dimethylformamide). RXN SMILES: [CH2:1](Cl)/[CH:2]=[C:3](/[CH2:5][CH2:6][CH:7]=[C:8]([CH3:10])[CH3:9])\[CH3:4].C([N+]1([O-])CC[O:17]CC1)C.CN(C)C=O.S(=O)(=O)(O)O>C(OCC)(=O)C>[CH3:9][C:8](=[CH:7][CH2:6][CH2:5][C:3](=[CH:2][CH:1]=[O:17])[CH3:4])[CH3:10]. Procedure details: 346 mg (2 mmols) of geranyl chloride and 787 mg (6 mmols) of N-ethylmorpholine N-oxide were placed in a flask, to which was further added 3 ml of N,N-dimethylformamide. The mixture was agitated at room temperature for 1 hour and at 50° C. for 4 hours. To the reaction mixture was added 10 ml of 2.5% sulfuric acid and 10 ml of ethyl acetate for phase separation. The resultant organic phase was washed with 5 ml of 2.5% sulfuric acid, 5 ml of a saturated sodium hydrogen carbonate aqueous solution an... Isolated yield 88.0%. The reactants are CC(C)(C)OC(=O)NC1CCNCC1, Cc1cc(Nc2cc(Cl)nc(N3CCCC3c3cc(-c4ccccn4)no3)n2)n[nH]1, C1COCCO1. The product is Cc1cc(Nc2cc(N3CCC(NC(=O)OC(C)(C)C)CC3)nc(N3CCCC3c3cc(-c4ccccn4)no3)n2)n[nH]1. As a reaction SMILES: [C:31]([CH3:32])([CH3:33])([CH3:34])[O:35][C:36](=[O:37])[NH:38][CH:39]1[CH2:40][CH2:41][NH:42][CH2:43][CH2:44]1.[Cl:1][c:2]1[cH:3][c:4]([NH:24][c:25]2[n:26][nH:27][c:28]([CH3:30])[cH:29]2)[n:5][c:6]([N:8]2[CH:9]([c:13]3[cH:14][c:15](-[c:18]4[n:19][cH:20][cH:21][cH:22][cH:23]4)[n:16][o:17]3)[CH2:10][CH2:11][CH2:12]2)[n:7]1.[O:45]1[CH2:46][CH2:47][O:48][CH2:49][CH2:50]1>>[c:2]1([N:42]2[CH2:41][CH2:40][CH:39]([NH:38][C:36]([O:35][C:31]([CH3:32])([CH3:33])[CH3:34])=[O:37])[CH2:44][CH2:43]2)[cH:3][c:4]([NH:24][c:25]2[n:26][nH:27][c:28]([CH3:30])[cH:29]2)[n:5][c:6]([N:8]2[CH:9]([c:13]3[cH:14][c:15](-[c:18]4[n:19][cH:20][cH:21][cH:22][cH:23]4)[n:16][o:17]3)[CH2:10][CH2:11][CH2:12]2)[n:7]1. The product is CCOC(=O)c1ccc(-c2ncc(C#Cc3ccccc3)s2)s1. Reactants: [Li]CCCC, CCCCCC, [Cl-], CCOC(=O)Cl, [NH4+], C1CCOC1, C(#Cc1cnc(-c2cccs2)s1)c1ccccc1. As a reaction SMILES: [CH2:19]([Li:20])[CH2:21][CH2:22][CH3:23].[CH3:37][CH2:38][CH2:39][CH2:40][CH2:41][CH3:42].[Cl-:30].[Cl:24][C:25](=[O:26])[O:27][CH2:28][CH3:29].[NH4+:31].[O:32]1[CH2:33][CH2:34][CH2:35][CH2:36]1.[c:1]1([C:7]#[C:8][c:9]2[cH:10][n:11][c:12](-[c:14]3[s:15][cH:16][cH:17][cH:18]3)[s:13]2)[cH:2][cH:3][cH:4][cH:5][cH:6]1>>[c:1]1([C:7]#[C:8][c:9]2[cH:10][n:11][c:12](-[c:14]3[s:15][c:16]([C:25](=[O:26])[O:27][CH2:28][CH3:29])[cH:17][cH:18]3)[s:13]2)[cH:2][cH:3][cH:4][cH:5][cH:6]1. Reactants: ClC=1C=C(C=CC1)C#CC=1N=C(NC1)C (4-(3-chloro-phenylethynyl)-2-methyl-1H-imidazole), ClC1=NC=CC(=N1)C (2-chloro-4-methyl-pyrimidine). The product is ClC=1C=C(C=CC1)C#CC=1N=C(N(C1)C1=NC=CC(=N1)C)C (2-[4-(3-Chloro-phenylethynyl)-2-methyl-imidazol-1-yl]-4-methyl-pyrimidine). RXN SMILES: [Cl:1][C:2]1[CH:3]=[C:4]([C:8]#[C:9][C:10]2[N:11]=[C:12]([CH3:15])[NH:13][CH:14]=2)[CH:5]=[CH:6][CH:7]=1.Cl[C:17]1[N:22]=[C:21]([CH3:23])[CH:20]=[CH:19][N:18]=1>>[Cl:1][C:2]1[CH:3]=[C:4]([C:8]#[C:9][C:10]2[N:11]=[C:12]([CH3:15])[N:13]([C:17]3[N:22]=[C:21]([CH3:23])[CH:20]=[CH:19][N:18]=3)[CH:14]=2)[CH:5]=[CH:6][CH:7]=1. Procedure details: The title compound, MS: m/e=309.1 (M+H+), was prepared in accordance with the general method of example 1 from 4-(3-chloro-phenylethynyl)-2-methyl-1H-imidazole and 2-chloro-4-methyl-pyrimidine (prepared according to Harden, D. B.; Makrosz, M. J.; Strekowski, L.; J. Org. Chem. 1988, 53, 4137).